This data is from the Open Reaction Database (ORD), a public repository of structured organic reaction records. The task is: describe an organic reaction: reactants, conditions, products, and yield Starting materials: OC1=CC=C(OC2=CC3=CN(N=C3C=C2)C2=CC=C(C#N)C=C2)C=C1 (4-[5-(4-Hydroxy-phenoxy)-indazol-2-yl]-benzonitrile), COCCC1(C(NC(NC1=O)=O)=O)Br (2-methoxyethylbromobarbiturate), C1CNC2=NCCCN2C1 (1,5,7-triazabicyclo[4.4.0]dec-5-ene bound to polystyrene), C(C)#N (acetonitrile). The solvent is CO (methanol), C(C)(=O)O (acetic acid). Reaction conditions: time 24 hour. The product is C(C)(C)OC(C)C (iso-propyl ether), COCCC1(C(NC(NC1=O)=O)=O)OC1=CC=C(OC2=CC3=CN(N=C3C=C2)C2=CC=C(C#N)C=C2)C=C1 (4-(5-{4-[5-(2-Methoxy-ethyl)-2,4,6-trioxo-hexahydro-pyrimidin-5-yloxy]-phenoxy}-indazol-2-yl)-benzonitrile). Yield: 48.0%. RXN SMILES: [OH:1][C:2]1[CH:25]=[CH:24][C:5]([O:6][C:7]2[CH:15]=[CH:14][C:13]3[C:9](=[CH:10][N:11]([C:16]4[CH:23]=[CH:22][C:19]([C:20]#[N:21])=[CH:18][CH:17]=4)[N:12]=3)[CH:8]=2)=[CH:4][CH:3]=1.[CH3:26][O:27][CH2:28][CH2:29][C:30]1(Br)[C:35](=[O:36])[NH:34][C:33](=[O:37])[NH:32][C:31]1=[O:38].C1CN2C(=NCCC2)NC1.C(#N)C>CO.C(O)(=O)C>[CH:5]([O:6][CH:7]([CH3:15])[CH3:8])([CH3:24])[CH3:4].[CH3:26][O:27][CH2:28][CH2:29][C:30]1([O:1][C:2]2[CH:25]=[CH:24][C:5]([O:6][C:7]3[CH:15]=[CH:14][C:13]4[C:9](=[CH:10][N:11]([C:16]5[CH:23]=[CH:22][C:19]([C:20]#[N:21])=[CH:18][CH:17]=5)[N:12]=4)[CH:8]=3)=[CH:4][CH:3]=2)[C:31](=[O:38])[NH:32][C:33](=[O:37])[NH:34][C:35]1=[O:36]. Procedure details: A mixture of 4-[5-(4-Hydroxy-phenoxy)-indazol-2-yl]-benzonitrile (0.070 grams, 0.22 mmol), 2-methoxyethylbromobarbiturate (0.10 grams, 0.4 mmol), 1,5,7-triazabicyclo[4.4.0]dec-5-ene bound to polystyrene (0.44 grams) and acetonitrile (2.3 mL) was shaken for 24 hours at room temperature. The mixture was treated with a solution of acetic acid in methanol (1:4 v/v), shaken for 20 minutes, and filtered. The filtrate was concentrated in vacuo, and the residue was purified by radial chromatography elut... The reactants are CC(=O)O, OO, Cc1ccc(CSc2c(O)cc(C)oc2=O)cc1. Product: Cc1ccc(CS(=O)c2c(O)cc(C)oc2=O)cc1. As a reaction SMILES: [CH3:21][C:22](=[O:23])[OH:24].[OH:19][OH:20].[OH:1][c:2]1[c:3]([S:10][CH2:11][c:12]2[cH:13][cH:14][c:15]([CH3:18])[cH:16][cH:17]2)[c:4](=[O:9])[o:5][c:6]([CH3:8])[cH:7]1>>[OH:1][c:2]1[c:3]([S:10]([CH2:11][c:12]2[cH:13][cH:14][c:15]([CH3:18])[cH:16][cH:17]2)=[O:19])[c:4](=[O:9])[o:5][c:6]([CH3:8])[cH:7]1. Reactants: BrC=1C=C(OC=2C(NC=CC2C(F)(F)F)=O)C=C(C1)Br (3-(3,5-dibromophenoxy)-4-(trifluoromethyl)pyridin-2(1H)-one), [Cu]C#N (copper(I) cyanide), O (Water), CN1C(CCC1)=O (N-methylpyrrolidinone). The solvent is C(C)(=O)OCC (ethyl acetate). Reaction conditions: temperature 175 celsius, time 90 minute. The product is O=C1NC=CC(=C1OC=1C=C(C=C(C#N)C1)C#N)C(F)(F)F (5-{[2-oxo-4-(trifluoromethyl)-1,2-dihydropyridin-3-yl]oxy}isophthalonitrile). RXN SMILES: Br[C:2]1[CH:3]=[C:4]([CH:17]=[C:18](Br)[CH:19]=1)[O:5][C:6]1[C:7](=[O:16])[NH:8][CH:9]=[CH:10][C:11]=1[C:12]([F:15])([F:14])[F:13].[Cu][C:22]#[N:23].[CH3:24][N:25]1CCCC1=O.O>C(OCC)(=O)C>[O:16]=[C:7]1[C:6]([O:5][C:4]2[CH:3]=[C:2]([C:22]#[N:23])[CH:19]=[C:18]([CH:17]=2)[C:24]#[N:25])=[C:11]([C:12]([F:15])([F:14])[F:13])[CH:10]=[CH:9][NH:8]1. Reported procedure: To a high pressure vessel charged with 3-(3,5-dibromophenoxy)-4-(trifluoromethyl)pyridin-2(1H)-one (0.200 g, 0.484 mmol) and copper(I) cyanide (0.434 g, 4.84 mmol) was added N-methylpyrrolidinone (2 mL). The vessel was sealed and placed in an oil bath heated to 175° C. After 90 minutes, the reaction mixture was allowed to cool to room temperature. Water (25 mL) and ethyl acetate (50 mL) were added to the reaction mixture. This mixture was filtered through diatomaceous earth and the filtrate laye... Starting materials: ClC(Cl)(Cl)Cl, Cc1ccc(Cl)nn1, O=C1CCC(=O)N1Br. The product is Clc1ccc(CBr)nn1. Reaction SMILES: [Cl:17][C:18]([Cl:19])([Cl:20])[Cl:21].[Cl:1][c:2]1[n:3][n:4][c:5]([CH3:8])[cH:6][cH:7]1.[O:9]=[C:10]1[N:11]([Br:16])[C:12](=[O:13])[CH2:14][CH2:15]1>>[Cl:1][c:2]1[n:3][n:4][c:5]([CH2:8][Br:16])[cH:6][cH:7]1. The reactants are FC1=CC=C(CCN2CCC(CC2)N2C=CC3=CC=C(C=C23)C=O)C=C1 (1-[1-(4-fluorophenethyl)piperidin-4-yl]-6-formylindole), Cl.CN (methylamine hydrochloride), C(C)(=O)O[BH-](OC(C)=O)OC(C)=O.[Na+] (sodium triacetoxyborohydride), ClC(C)Cl (dichioroethane), C([O-])(O)=O.[Na+] (sodium bicarbonate). Run in C(C)(=O)O (acetic acid), C(C)(=O)OCC (ethyl acetate). Run at time 2 day. The product is FC1=CC=C(CCN2CCC(CC2)N2C=CC3=CC=C(C=C23)CN2C(CCC2)=O)C=C1 (1-[1-(4-fluorophenethyl)piperidin-4-yl]-6-(2-pyrrolidon-1-yl)methylindole). Reaction SMILES: [F:1][C:2]1[CH:26]=[CH:25][C:5]([CH2:6][CH2:7][N:8]2[CH2:13][CH2:12][CH:11]([N:14]3[C:22]4[C:17](=[CH:18][CH:19]=[C:20](C=O)[CH:21]=4)[CH:16]=[CH:15]3)[CH2:10][CH2:9]2)=[CH:4][CH:3]=1.Cl.[CH3:28][NH2:29].C(O[BH-](O[C:40](=[O:42])[CH3:41])OC(=O)C)(=O)C.[Na+].Cl[CH:45](Cl)[CH3:46].C(=O)(O)[O-].[Na+]>C(OCC)(=O)C.C(O)(=O)C>[F:1][C:2]1[CH:3]=[CH:4][C:5]([CH2:6][CH2:7][N:8]2[CH2:13][CH2:12][CH:11]([N:14]3[C:22]4[C:17](=[CH:18][CH:19]=[C:20]([CH2:28][N:29]5[CH2:45][CH2:46][CH2:41][C:40]5=[O:42])[CH:21]=4)[CH:16]=[CH:15]3)[CH2:10][CH2:9]2)=[CH:25][CH:26]=1 |f:1.2,3.4,6.7|. Reported procedure: A mixture of 1-[1-(4-fluorophenethyl)piperidin-4-yl]-6-formylindole (400 mg) obtained in Example 130, methylamine hydrochloride (150 mg), sodium triacetoxyborohydride (480 mg), acetic acid (300 mg) and dichioroethane (10 ml) was stirred at room temperature for 2 days. Then a saturated aqueous solution of sodium bicarbonate and ethyl acetate were added to the reaction mixtures. The organic layer was separated, washed with brine, dried over anhydrous magnesium sulfate and concentrated under reduce... The reactants are C(CCC)N1C(N(C(C=2N(C(=NC12)C=O)CC=C)=O)C)=O (3-butyl-1-methyl-2,6-dioxo-7-(2-propen-1-yl)-2,3,6,7-tetrahydro-1H-purine-8-carbaldehyde), Cl.NO (hydroxylamine hydrochloride). Solvent: N1=CC=CC=C1 (pyridine). Run at temperature 50 celsius. Product: C(CCC)N1C(N(C(C=2N(C(=NC12)C#N)CC=C)=O)C)=O (3-butyl-1-methyl-2,6-dioxo-7-(2-propen-1-yl)-2,3,6,7-tetrahydro-1H-purine-8-carbonitrile). As a reaction SMILES: [CH2:1]([N:5]1[C:13]2[N:12]=[C:11]([CH:14]=O)[N:10]([CH2:16][CH:17]=[CH2:18])[C:9]=2[C:8](=[O:19])[N:7]([CH3:20])[C:6]1=[O:21])[CH2:2][CH2:3][CH3:4].Cl.[NH2:23]O>N1C=CC=CC=1>[CH2:1]([N:5]1[C:13]2[N:12]=[C:11]([C:14]#[N:23])[N:10]([CH2:16][CH:17]=[CH2:18])[C:9]=2[C:8](=[O:19])[N:7]([CH3:20])[C:6]1=[O:21])[CH2:2][CH2:3][CH3:4] |f:1.2|. Procedure details: A solution of 3-butyl-1-methyl-2,6-dioxo-7-(2-propen-1-yl)-2,3,6,7-tetrahydro-1H-purine-8-carbaldehyde in anhydrous pyridine (5 ml) was treated with hydroxylamine hydrochloride (63 mg, 0.91 mmol) and heated at 50° C. for 1 hour. The mixture was allowed to cool, concentrated, and treated with acetic anhydride (5 ml) then heated at 100° C. for 2.5 hours and 125° C. for 45 minutes. Again the mixture was allowed to cool then partitioned between water and EtOAc. The organic layer was separated, washe... The reactants are C1CCOC1, Cl, O, COc1ccc2c(C(O)c3ccc(OCCN4CCCCC4)cc3)c(-c3ccccc3CO)ccc2c1. The product is COc1ccc2c3c(ccc2c1)-c1ccccc1COC3c1ccc(OCCN2CCCCC2)cc1. Reaction SMILES: [CH2:39]1[O:40][CH2:41][CH2:42][CH2:43]1.[ClH:1].[OH2:44].[OH:2][CH2:3][c:4]1[c:5](-[c:10]2[c:11]([CH:22]([OH:23])[c:24]3[cH:25][cH:26][c:27]([O:30][CH2:31][CH2:32][N:33]4[CH2:34][CH2:35][CH2:36][CH2:37][CH2:38]4)[cH:28][cH:29]3)[c:12]3[cH:13][cH:14][c:15]([O:20][CH3:21])[cH:16][c:17]3[cH:18][cH:19]2)[cH:6][cH:7][cH:8][cH:9]1>>[CH2:3]1[c:4]2[c:5]([cH:6][cH:7][cH:8][cH:9]2)-[c:10]2[c:11]([c:12]3[cH:13][cH:14][c:15]([O:20][CH3:21])[cH:16][c:17]3[cH:18][cH:19]2)[CH:22]([c:24]2[cH:25][cH:26][c:27]([O:30][CH2:31][CH2:32][N:33]3[CH2:34][CH2:35][CH2:36][CH2:37][CH2:38]3)[cH:28][cH:29]2)[O:23]1.